From a dataset of the Open Reaction Database (ORD), a public repository of structured organic reaction records. describe an organic reaction: reactants, conditions, products, and yield The reactants are NC1=CC2=C(NC(N2)=O)C=C1 (5-amino-1,3-dihydro-benzimidazol-2-one), ClCC(=O)N1CCC(CC1)OC1=CC=C(C=C1)Cl (2-chloro-1-[4-(4-chloro-phenoxy)-piperidin-1-yl]-ethanone). Run in C(C)OCC (diethylether). Yields the product ClC1=CC=C(OC2CCN(CC2)C(CNC2=CC3=C(NC(N3)=O)C=C2)=O)C=C1 (5-{2-[4-(4-Chloro-phenoxy)-piperidin-1-yl]-2-oxo-ethylamino}-1,3-dihydro-benzoimidazol-2-one). RXN SMILES: [NH2:1][C:2]1[CH:11]=[CH:10][C:5]2[NH:6][C:7](=[O:9])[NH:8][C:4]=2[CH:3]=1.Cl[CH2:13][C:14]([N:16]1[CH2:21][CH2:20][CH:19]([O:22][C:23]2[CH:28]=[CH:27][C:26]([Cl:29])=[CH:25][CH:24]=2)[CH2:18][CH2:17]1)=[O:15]>C(OCC)C>[Cl:29][C:26]1[CH:25]=[CH:24][C:23]([O:22][CH:19]2[CH2:18][CH2:17][N:16]([C:14](=[O:15])[CH2:13][NH:1][C:2]3[CH:11]=[CH:10][C:5]4[NH:6][C:7](=[O:9])[NH:8][C:4]=4[CH:3]=3)[CH2:21][CH2:20]2)=[CH:28][CH:27]=1. Procedure: The title compound is prepared from 5-amino-1,3-dihydro-benzimidazol-2-one and 2-chloro-1-[4-(4-chloro-phenoxy)-piperidin-1-yl]-ethanone (Example 233a) according to the method described in Example 206. Melting Point: 201-205° C. (diethylether) Reactants: CCC1C=C(C)CC(C)CC(OC)C2OC(O)(C(=O)C(=O)N3CCCCC3C(=O)OC(C(C)=CC3CCC(OCCO)C(OC)C3)C(C)C(O[Si](C)(C)C(C)(C)C)CC1=O)C(C)CC2OC, N=C(OCc1ccccc1)C(Cl)(Cl)Cl, O=S(=O)(O)C(F)(F)F. Product: CCC1C=C(C)CC(C)CC(OC)C2OC(O)(C(=O)C(=O)N3CCCCC3C(=O)OC(C(C)=CC3CCC(OCCOCc4ccccc4)C(OC)C3)C(C)C(O[Si](C)(C)C(C)(C)C)CC1=O)C(C)CC2OC. Reaction SMILES: [CH2:1]([CH3:2])[CH:3]1[C:4](=[O:66])[CH2:5][CH:6]([O:58][Si:59]([CH3:60])([CH3:61])[C:62]([CH3:63])([CH3:64])[CH3:65])[CH:7]([CH3:57])[CH:8]([C:42](=[CH:43][CH:44]2[CH2:45][CH:46]([O:54][CH3:55])[CH:47]([O:50][CH2:51][CH2:52][OH:53])[CH2:48][CH2:49]2)[CH3:56])[O:9][C:10](=[O:41])[CH:11]2[CH2:12][CH2:13][CH2:14][CH2:15][N:16]2[C:17](=[O:40])[C:18](=[O:39])[C:19]2([OH:38])[CH:20]([CH3:37])[CH2:21][CH:22]([O:35][CH3:36])[CH:23]([CH:24]([O:32][CH3:33])[CH2:25][CH:26]([CH3:31])[CH2:27][C:28]([CH3:30])=[CH:29]1)[O:34]2.[Cl:67][C:68]([Cl:69])([Cl:70])[C:78](=[NH:79])[O:80][CH2:71][c:72]1[cH:73][cH:74][cH:75][cH:76][cH:77]1.[OH:81][S:82]([C:83]([F:84])([F:85])[F:86])(=[O:87])=[O:88]>>[CH2:1]([CH3:2])[CH:3]1[C:4](=[O:66])[CH2:5][CH:6]([O:58][Si:59]([CH3:60])([CH3:61])[C:62]([CH3:63])([CH3:64])[CH3:65])[CH:7]([CH3:57])[CH:8]([C:42](=[CH:43][CH:44]2[CH2:45][CH:46]([O:54][CH3:55])[CH:47]([O:50][CH2:51][CH2:52][O:53][CH2:71][c:72]3[cH:73][cH:74][cH:75][cH:76][cH:77]3)[CH2:48][CH2:49]2)[CH3:56])[O:9][C:10](=[O:41])[CH:11]2[CH2:12][CH2:13][CH2:14][CH2:15][N:16]2[C:17](=[O:40])[C:18](=[O:39])[C:19]2([OH:38])[CH:20]([CH3:37])[CH2:21][CH:22]([O:35][CH3:36])[CH:23]([CH:24]([O:32][CH3:33])[CH2:25][CH:26]([CH3:31])[CH2:27][C:28]([CH3:30])=[CH:29]1)[O:34]2. Starting materials: C(C(=O)C)C1=NC(=NO1)CCl (5-acetonyl-3-chloromethyl-1,2,4-oxadiazole), [N+](=O)([O-])C=1C=C(C=O)C=CC1 (3-nitrobenzaldehyde), N\C(=C/C(=O)OC)\C (methyl 3-aminocrotonate). Solvent: C(C)(C)O (isopropyl alcohol). Product: CC=1NC(=C(C(C1C1=NC(=NO1)CCl)C1=CC(=CC=C1)[N+](=O)[O-])C(=O)OC)C (methyl 1,4-dihydro-2,6-dimethyl-3-(3-chloromethyl-1,2,4-oxadiazol-5-yl)-4-(3-nitrophenyl)pyridine-5-carboxylate). Yield: 63.7%. Reaction SMILES: [CH2:1]([C:5]1[O:9][N:8]=[C:7]([CH2:10][Cl:11])[N:6]=1)[C:2]([CH3:4])=O.[N+:12]([C:15]1[CH:16]=[C:17]([CH:20]=[CH:21][CH:22]=1)[CH:18]=O)([O-:14])=[O:13].[NH2:23]/[C:24](/[CH3:30])=[CH:25]\[C:26]([O:28][CH3:29])=[O:27]>C(O)(C)C>[CH3:4][C:2]1[NH:23][C:24]([CH3:30])=[C:25]([C:26]([O:28][CH3:29])=[O:27])[CH:18]([C:17]2[CH:20]=[CH:21][CH:22]=[C:15]([N+:12]([O-:14])=[O:13])[CH:16]=2)[C:1]=1[C:5]1[O:9][N:8]=[C:7]([CH2:10][Cl:11])[N:6]=1. Procedure details: A solution of 8.0 g of 5-acetonyl-3-chloromethyl-1,2,4-oxadiazole, 6.92 g of 3-nitrobenzaldehyde and 5.27 g of methyl 3-aminocrotonate in 20 ml of isopropyl alcohol was heated under reflux for 6 hours. After ice-cooling, the precipitated solid was collected by filtration, washed with cold isopropyl alcohol and dried to give 11.8 g of methyl 1,4-dihydro-2,6-dimethyl-3-(3-chloromethyl-1,2,4-oxadiazol-5-yl)-4-(3-nitrophenyl)pyridine-5-carboxylate as yellow crystals, m.p. 200.5°-201.5° C. Starting materials: CCC1C=C(C)C(F)C(C)CC(OC)C2OC(O)(C(=O)C(=O)N3CCCCC3C(=O)OC(C(C)=CC3CCC(N=[N+]=[N-])C(OC)C3)C(C)C=CC1=O)C(C)CC2OC, CCCC[SnH](CCCC)CCCC, CC(=O)O, Cc1ccccc1. The product is CCC1C=C(C)C(F)C(C)CC(OC)C2OC(O)(C(=O)C(=O)N3CCCCC3C(=O)OC(C(C)=CC3CCC(N=[N+]=[N-])C(OC)C3)C(C)CCC1=O)C(C)CC2OC. As a reaction SMILES: [CH2:1]([CH3:2])[CH:3]1[C:4](=[O:58])[CH:5]=[CH:6][CH:7]([CH3:57])[CH:8]([C:43](=[CH:44][CH:45]2[CH2:46][CH:47]([O:54][CH3:55])[CH:48]([N:51]=[N+:52]=[N-:53])[CH2:49][CH2:50]2)[CH3:56])[O:9][C:10](=[O:42])[CH:11]2[CH2:12][CH2:13][CH2:14][CH2:15][N:16]2[C:17](=[O:41])[C:18](=[O:40])[C:19]2([OH:39])[CH:20]([CH3:38])[CH2:21][CH:22]([O:36][CH3:37])[CH:23]([CH:24]([O:33][CH3:34])[CH2:25][CH:26]([CH3:32])[CH:27]([F:31])[C:28]([CH3:30])=[CH:29]1)[O:35]2.[CH2:63]([SnH:64]([CH2:65][CH2:66][CH2:67][CH3:68])[CH2:69][CH2:70][CH2:71][CH3:72])[CH2:73][CH2:74][CH3:75].[CH3:59][C:60](=[O:61])[OH:62].[CH3:76][c:77]1[cH:78][cH:79][cH:80][cH:81][cH:82]1>>[CH2:1]([CH3:2])[CH:3]1[C:4](=[O:58])[CH2:5][CH2:6][CH:7]([CH3:57])[CH:8]([C:43](=[CH:44][CH:45]2[CH2:46][CH:47]([O:54][CH3:55])[CH:48]([N:51]=[N+:52]=[N-:53])[CH2:49][CH2:50]2)[CH3:56])[O:9][C:10](=[O:42])[CH:11]2[CH2:12][CH2:13][CH2:14][CH2:15][N:16]2[C:17](=[O:41])[C:18](=[O:40])[C:19]2([OH:39])[CH:20]([CH3:38])[CH2:21][CH:22]([O:36][CH3:37])[CH:23]([CH:24]([O:33][CH3:34])[CH2:25][CH:26]([CH3:32])[CH:27]([F:31])[C:28]([CH3:30])=[CH:29]1)[O:35]2. The reactants are COC(=O)c1nc(-c2ccc3c(c2)N(C(=O)OC(C)(C)C)CCC3)ccc1OCc1ccccc1, CCOC(C)=O, CCO, CC(=O)O, [H][H]. The product is COC(=O)c1nc(-c2ccc3c(c2)N(C(=O)OC(C)(C)C)CCC3)ccc1O. As a reaction SMILES: [CH2:1]([c:2]1[cH:3][cH:4][cH:5][cH:6][cH:7]1)[O:8][c:9]1[cH:10][cH:11][c:12](-[c:19]2[cH:20][cH:21][c:22]3[c:27]([cH:28]2)[N:26]([C:29](=[O:30])[O:31][C:32]([CH3:33])([CH3:34])[CH3:35])[CH2:25][CH2:24][CH2:23]3)[n:13][c:14]1[C:15](=[O:16])[O:17][CH3:18].[CH3:38][CH2:39][O:40][C:41]([CH3:42])=[O:43].[CH3:44][CH2:45][OH:46].[CH3:47][C:48](=[O:49])[OH:50].[H:36][H:37]>>[OH:8][c:9]1[cH:10][cH:11][c:12](-[c:19]2[cH:20][cH:21][c:22]3[c:27]([cH:28]2)[N:26]([C:29](=[O:30])[O:31][C:32]([CH3:33])([CH3:34])[CH3:35])[CH2:25][CH2:24][CH2:23]3)[n:13][c:14]1[C:15](=[O:16])[O:17][CH3:18]. The product is CCCCCCSc1nc(C)cc(CN2CCCC2)n1. Starting materials: [BH3-]C#N, C1CCNC1, CCCCCCSc1nc(C)cc(C=O)n1, CCO, CC(=O)O, [Na+]. Reaction SMILES: [C:22]([BH3-:23])#[N:24].[CH2:17]1[CH2:18][CH2:19][NH:20][CH2:21]1.[CH2:1]([CH2:2][CH2:3][CH2:4][CH2:5][CH3:6])[S:7][c:8]1[n:9][c:10]([CH3:16])[cH:11][c:12]([CH:14]=[O:15])[n:13]1.[CH3:26][CH2:27][OH:28].[CH3:29][C:30](=[O:31])[OH:32].[Na+:25]>>[CH2:1]([CH2:2][CH2:3][CH2:4][CH2:5][CH3:6])[S:7][c:8]1[n:9][c:10]([CH3:16])[cH:11][c:12]([CH2:14][N:20]2[CH2:19][CH2:18][CH2:17][CH2:21]2)[n:13]1. Starting materials: CCN(CC)S(F)(F)F (DAST), C(C)(C)(C)OC(=O)N1[C@H](CCC1)C(=O)N1CCC(CC1)O ((R)-2-(4-hydroxy-piperidine-1-carbonyl)-pyrrolidine-1-carboxylic acid tert-butyl ester). Solvent: C(Cl)Cl (DCM). Reaction conditions: time 20 hour. The product is C(C)(C)(C)OC(=O)N1[C@H](CCC1)C(=O)N1CCC(CC1)F ((R)-2-(4-fluoro-piperidine-1-carbonyl)-pyrrolidine-1-carboxylic acid tert-butyl ester). The yield is 57.4%. As a reaction SMILES: CCN(S(F)(F)[F:7])CC.[C:10]([O:14][C:15]([N:17]1[CH2:21][CH2:20][CH2:19][C@@H:18]1[C:22]([N:24]1[CH2:29][CH2:28][CH:27](O)[CH2:26][CH2:25]1)=[O:23])=[O:16])([CH3:13])([CH3:12])[CH3:11]>C(Cl)Cl>[C:10]([O:14][C:15]([N:17]1[CH2:21][CH2:20][CH2:19][C@@H:18]1[C:22]([N:24]1[CH2:29][CH2:28][CH:27]([F:7])[CH2:26][CH2:25]1)=[O:23])=[O:16])([CH3:13])([CH3:12])[CH3:11]. Procedure: DAST (1.2 mL, 9 mmol) was added to a solution of (R)-2-(4-hydroxy-piperidine-1-carbonyl)-pyrrolidine-1-carboxylic acid tert-butyl ester (2.6 g, 8.7 mmol) in DCM at −78° C. The mixture was stirred at rt for 20 hours. The reaction was cooled to 0° C., quenched with sodium bicarbonate and extracted with DCM. The organic layer was concentrated and purified on a silica gel column to give 1.5 g of (R)-2-(4-fluoro-piperidine-1-carbonyl)-pyrrolidine-1-carboxylic acid tert-butyl ester. The product is C(C)(=O)NC1=C2C(C(=CN(C2=C(C(=C1F)N1C[C@H]([C@H](C1)C1(CC1)NC(=O)OC(C)(C)C)F)C)[C@H]1[C@H](C1)F)C(=O)O)=O (5-acetylamino-7-[(3S,4R)-4-(1-tert-butoxycarbonylaminocyclopropyl)-3-fluoropyrrolidinyl]-6-fluoro-1-[(1R,2S)-2-fluoro-1-cyclopropyl]-1,4-dihydro-8-methyl-4-oxoquinoline-3-carboxylic acid). Run in CS(=O)C (dimethyl sulfoxide). As a reaction SMILES: [C:1]([NH:4][C:5]1[C:14]([F:15])=[C:13](F)[C:12]([CH3:17])=[C:11]2[C:6]=1[C:7](=[O:25])[C:8]([C:22]([OH:24])=[O:23])=[CH:9][N:10]2[C@@H:18]1[CH2:20][C@@H:19]1[F:21])(=[O:3])[CH3:2].[C:26]([O:30][C:31]([NH:33][C:34]1([C@H:37]2[CH2:41][NH:40][CH2:39][C@H:38]2[F:42])[CH2:36][CH2:35]1)=[O:32])([CH3:29])([CH3:28])[CH3:27].CN1CCCCC1>CS(C)=O>[C:1]([NH:4][C:5]1[C:14]([F:15])=[C:13]([N:40]2[CH2:41][C@H:37]([C:34]3([NH:33][C:31]([O:30][C:26]([CH3:28])([CH3:27])[CH3:29])=[O:32])[CH2:35][CH2:36]3)[C@H:38]([F:42])[CH2:39]2)[C:12]([CH3:17])=[C:11]2[C:6]=1[C:7](=[O:25])[C:8]([C:22]([OH:24])=[O:23])=[CH:9][N:10]2[C@@H:18]1[CH2:20][C@@H:19]1[F:21])(=[O:3])[CH3:2]. The reactants are C(C)(=O)NC1=C2C(C(=CN(C2=C(C(=C1F)F)C)[C@H]1[C@H](C1)F)C(=O)O)=O (5-acetylamino-6,7-difluoro-1-[(1R,2S)-2-fluoro-1-cyclopropyl]-1,4-dihydro-8-methyl-4-oxoquinoline-3-carboxylic acid), C(C)(C)(C)OC(=O)NC1(CC1)[C@@H]1[C@@H](CNC1)F ((3S,4R)-4-(1-tert-butoxycarbonylaminocyclopropyl)-3-fluoropyrrolidine), CN1CCCCC1 (1-methylpiperidine). Reported procedure: A mixture consisting of 5-acetylamino-6,7-difluoro-1-[(1R,2S)-2-fluoro-1-cyclopropyl]-1,4-dihydro-8-methyl-4-oxoquinoline-3-carboxylic acid (54.4 mg, 0.154 mmol), (3S,4R)-4-(1-tert-butoxycarbonylaminocyclopropyl)-3-fluoropyrrolidine (54.5 mg, 0.223 mmol), 1-methylpiperidine (51.3 mg, 0.517 mmol) and dimethyl sulfoxide (0.25 ml) was stirred at an outer temperature of 80° C. for 7 hours. When analysis was carried out by a high performance liquid chromatography after completion of the reaction, for... Reaction conditions: temperature 80 celsius, time 7 hour. The reactants are N(=[N+]=[N-])C1=C2/C(/C(NC2=CC=C1[N+](=O)[O-])=O)=C/C1=C(N=CN1)C ((Z)-4-Azido-1,3-dihydro-3-[(4-methyl-1H-imidazol-5-yl)methylene]-5-nitro-2H-indol-2-one), O.O.[Sn](Cl)Cl (tin dichloride dihydrate). The solvent is CCO (EtOH). Yields the product NC1=C2/C(/C(NC2=CC=C1[N+](=O)[O-])=O)=C/C1=C(N=CN1)C ((Z)-4-amino-1,3-dihydro-3-[(4-methyl-1H-imidazol-5-yl)methylene]-5-nitro-2H-indol-2-one). RXN SMILES: [N:1]([C:4]1[C:12]([N+:13]([O-:15])=[O:14])=[CH:11][CH:10]=[C:9]2[C:5]=1/[C:6](=[CH:17]/[C:18]1[NH:22][CH:21]=[N:20][C:19]=1[CH3:23])/[C:7](=[O:16])[NH:8]2)=[N+]=[N-].O.O.[Sn](Cl)Cl>CCO>[NH2:1][C:4]1[C:12]([N+:13]([O-:15])=[O:14])=[CH:11][CH:10]=[C:9]2[C:5]=1/[C:6](=[CH:17]/[C:18]1[NH:22][CH:21]=[N:20][C:19]=1[CH3:23])/[C:7](=[O:16])[NH:8]2 |f:1.2.3|. Procedure details: To a suspension of (Z)-4-azido-1,3-dihydro-3-[(4-methyl-1H-imidazol-5-yl)methylene]-5-nitro-2H-indol-2-one (160 mg, 0.51 mmol) (from Example 43 above) in EtOH (10 mL), was added, at r.t., tin dichloride dihydrate. The heterogeneous mixture was heated at reflux for 6 h then cooled to r.t. The orange solid was collected by suction filtration, washed with ether and dried in a vacuum oven overnight to yield (Z)-4-amino-1,3-dihydro-3-[(4-methyl-1H-imidazol-5-yl)methylene]-5-nitro-2H-indol-2-one. (Yie...